This data is from the Open Reaction Database (ORD), a public repository of structured organic reaction records. The task is: describe an organic reaction: reactants, conditions, products, and yield Reactants: [BH4-], CC(CC(=O)NC(=O)OCc1ccccc1)Nc1ccccc1, CCO, [Na+]. Product: CC1CC(NC(=O)OCc2ccccc2)c2ccccc2N1. RXN SMILES: [BH4-:24].[CH2:1]([c:2]1[cH:3][cH:4][cH:5][cH:6][cH:7]1)[O:8][C:9]([NH:10][C:11]([CH2:12][CH:13]([CH3:14])[NH:15][c:16]1[cH:17][cH:18][cH:19][cH:20][cH:21]1)=[O:22])=[O:23].[CH3:26][CH2:27][OH:28].[Na+:25]>>[CH2:1]([c:2]1[cH:3][cH:4][cH:5][cH:6][cH:7]1)[O:8][C:9]([NH:10][CH:11]1[CH2:12][CH:13]([CH3:14])[NH:15][c:16]2[cH:17][cH:18][cH:19][cH:20][c:21]21)=[O:23]. The reactants are N(=O)[O-].[Na+] (sodium nitrite), NC=1C=CC=2C[C@@H]3N(CC2C1)C(SC3)=NC=3C=NC=CC3 ((S)-7-amino-3-(pyrid-3-ylimino)-1,5,10,10a-tetrahydrothiazolo[3,4-b]isoquinoline), Cl (hydrochloric acid), cuprous chloride, Cl (hydrochloric acid). Run in O (water). Conditions: temperature 0 celsius, time 15 minute. Product: ClC=1C=CC=2C[C@@H]3N(CC2C1)C(SC3)=NC=3C=NC=CC3 ((S)-7-Chloro-3-(pyrid-3-ylimino)-1,5,10,10a-tetrahydrothiazolo[3,4-b]isoquinoline). Reaction SMILES: N([O-])=O.[Na+].N[C:6]1[CH:7]=[CH:8][C:9]2[CH2:10][C@H:11]3[CH2:18][S:17][C:16](=[N:19][C:20]4[CH:21]=[N:22][CH:23]=[CH:24][CH:25]=4)[N:12]3[CH2:13][C:14]=2[CH:15]=1.[ClH:26]>O>[Cl:26][C:6]1[CH:7]=[CH:8][C:9]2[CH2:10][C@H:11]3[CH2:18][S:17][C:16](=[N:19][C:20]4[CH:21]=[N:22][CH:23]=[CH:24][CH:25]=4)[N:12]3[CH2:13][C:14]=2[CH:15]=1 |f:0.1|. Procedure: A solution of sodium nitrite (3.1 g.) in distilled water (10 cc.) is added slowly to a solution, at 0° C., of (S)-7-amino-3-(pyrid-3-ylimino)-1,5,10,10a-tetrahydrothiazolo[3,4-b]isoquinoline (13 g.) in 4N hydrochloric acid (25 cc.). The mixture is stirred for 15 minutes at 0° C., and the solution obained is then added to a suspension of cuprous chloride (6 g.) in concentrated hydrochloric acid (d = 1.18; 25 cc.). The mixture is allowed to return to 20° C., and is then heated for 30 minutes at 70... Reactants: O=C(O)c1cn(-c2ccnc3ccccc23)c2ccc(F)cc12, CN(C)C=O, O=S(Cl)Cl. Product: O=C(Cl)c1cn(-c2ccnc3ccccc23)c2ccc(F)cc12. RXN SMILES: [C:5](=[O:6])([OH:7])[c:8]1[cH:9][n:10](-[c:18]2[cH:19][cH:20][n:21][c:22]3[cH:23][cH:24][cH:25][cH:26][c:27]23)[c:11]2[cH:12][cH:13][c:14]([F:17])[cH:15][c:16]12.[CH3:28][N:29]([CH3:30])[CH:31]=[O:32].[S:1]([Cl:2])([Cl:3])=[O:4]>>[Cl:3][C:5](=[O:6])[c:8]1[cH:9][n:10](-[c:18]2[cH:19][cH:20][n:21][c:22]3[cH:23][cH:24][cH:25][cH:26][c:27]23)[c:11]2[cH:12][cH:13][c:14]([F:17])[cH:15][c:16]12.